This data is from the Open Reaction Database (ORD), a public repository of structured organic reaction records. The task is: describe an organic reaction: reactants, conditions, products, and yield Starting materials: CN1CCC(=O)CC1, C[O-], CO, CO, ClCCl, [Na+], c1ccc(Sc2ccc3[nH]ccc3c2)nc1. Product: CN1CC=C(c2c[nH]c3ccc(Sc4ccccn4)cc23)CC1. RXN SMILES: [CH3:17][N:18]1[CH2:19][CH2:20][C:21](=[O:24])[CH2:22][CH2:23]1.[CH3:25][O-:26].[CH3:28][OH:29].[CH3:33][OH:34].[Cl:30][CH2:31][Cl:32].[Na+:27].[n:1]1[c:2]([S:7][c:8]2[cH:9][c:10]3[cH:11][cH:12][nH:13][c:14]3[cH:15][cH:16]2)[cH:3][cH:4][cH:5][cH:6]1>>[n:1]1[c:2]([S:7][c:8]2[cH:9][c:10]3[c:11]([C:21]4=[CH:20][CH2:19][N:18]([CH3:17])[CH2:23][CH2:22]4)[cH:12][nH:13][c:14]3[cH:15][cH:16]2)[cH:3][cH:4][cH:5][cH:6]1. The reactants are C(C)(C)(C)SCC1(C(NC(N1)=O)=O)C (5-tert-butylthiomethyl-5-methylhydantoin), [OH-].[Ba+2].[OH-] (barium hydroxide). Run in O (water). Run at temperature 95 celsius, time 2 hour. Product: C(N)(=O)N[C@@](CSC(C)(C)C)(C(=O)O)C (N-carbamoyl-S-tert-butyl-α-methylcysteine). Isolated yield 39.0%. As a reaction SMILES: [C:1]([S:5][CH2:6][C:7]1([CH3:14])[NH:11][C:10](=[O:12])[NH:9][C:8]1=[O:13])([CH3:4])([CH3:3])[CH3:2].[OH-:15].[Ba+2].[OH-]>O>[C:10]([NH:11][C@:7]([CH3:14])([C:8]([OH:15])=[O:13])[CH2:6][S:5][C:1]([CH3:4])([CH3:3])[CH3:2])(=[O:12])[NH2:9] |f:1.2.3|. Procedure: First, 5-tert-butylthiomethyl-5-methylhydantoin (5 g, 23 mmol) was mixed with barium hydroxide (11.7), and water (10 g), and the mixture was heated to 95° C. and stirred for 2 hours. The HPLC analysis of the reaction solution showed the production of the title compound in a reaction yield of 39%. The reactants are O=C([O-])[O-], Cc1ccccc1, CO, [K+], [K+], O=C(O)c1cccnc1O, O=S(=O)(O)O. Yields the product COC(=O)c1cccnc1O. As a reaction SMILES: [C:23](=[O:24])([O-:25])[O-:26].[CH3:16][c:17]1[cH:18][cH:19][cH:20][cH:21][cH:22]1.[CH3:29][OH:30].[K+:27].[K+:28].[OH:1][c:2]1[c:3]([C:4](=[O:5])[OH:6])[cH:7][cH:8][cH:9][n:10]1.[S:11](=[O:12])(=[O:13])([OH:14])[OH:15]>>[OH:1][c:2]1[c:3]([C:4]([O:5][CH3:16])=[O:6])[cH:7][cH:8][cH:9][n:10]1. The reactants are C1COCCO1, C#Cc1ccc2c(C(N)=O)c(NC(N)=O)[nH]c2c1, [Na+], [OH-], O, O=C(O)C(F)(F)F. The product is CC(=O)c1ccc2c(C(N)=O)c(NC(N)=O)[nH]c2c1. As a reaction SMILES: [CH2:29]1[O:30][CH2:31][CH2:32][O:33][CH2:34]1.[NH2:9][C:10](=[O:11])[NH:12][c:13]1[nH:14][c:15]2[cH:16][c:17]([C:25]#[CH:26])[cH:18][cH:19][c:20]2[c:21]1[C:22](=[O:23])[NH2:24].[Na+:28].[OH-:27].[OH2:1].[OH:2][C:3]([C:4]([F:5])([F:6])[F:7])=[O:8]>>[O:2]=[C:25]([c:17]1[cH:16][c:15]2[nH:14][c:13]([NH:12][C:10]([NH2:9])=[O:11])[c:21]([C:22](=[O:23])[NH2:24])[c:20]2[cH:19][cH:18]1)[CH3:26]. Starting materials: Br[Mg]c1ccccc1, C1CCOC1, CCCCCC, CN(C)N1C(=O)c2ccccc2C1=O. Yields the product CN(C)NC(=O)c1ccccc1C(=O)c1ccccc1. Reaction SMILES: [Br:1][Mg:2][c:3]1[cH:4][cH:5][cH:6][cH:7][cH:8]1.[CH2:29]1[O:30][CH2:31][CH2:32][CH2:33]1.[CH3:23][CH2:24][CH2:25][CH2:26][CH2:27][CH3:28].[CH3:9][N:10]([N:11]1[C:12](=[O:21])[c:13]2[cH:14][cH:15][cH:16][cH:17][c:18]2[C:19]1=[O:20])[CH3:22]>>[c:3]1([C:12]([c:13]2[cH:14][cH:15][cH:16][cH:17][c:18]2[C:19]([NH:11][N:10]([CH3:9])[CH3:22])=[O:20])=[O:21])[cH:4][cH:5][cH:6][cH:7][cH:8]1. Reactants: C1(=CC=CC=C1)C1=NC2=C(N1CC1=CC=C(C(=O)N3CC(CC3)OS(=O)(=O)C)C=C1)C=CC=C2 (methanesulfonic acid 1-[4-(2-phenyl-benzoimidazol-1-ylmethyl)-benzoyl]-pyrrolidin-3-yl ester), C(C)NC (N-ethylmethylamine), CN(C)C=O (DMF). Reaction conditions: time 8 hour. Yields the product C(C)N(C1CN(CC1)C(C1=CC=C(C=C1)CN1C(=NC2=C1C=CC=C2)C2=CC=CC=C2)=O)C (N-Ethyl-N-methyl-1-{4-[(2-phenyl-1H-benzimidazol-1-yl)methyl]benzoyl}pyrrolidin-3-amine). As a reaction SMILES: [C:1]1([C:7]2[N:11]([CH2:12][C:13]3[CH:30]=[CH:29][C:16]([C:17]([N:19]4[CH2:23]C[CH:21](OS(C)(=O)=O)[CH2:20]4)=[O:18])=[CH:15][CH:14]=3)[C:10]3[CH:31]=[CH:32][CH:33]=[CH:34][C:9]=3[N:8]=2)[CH:6]=[CH:5][CH:4]=[CH:3][CH:2]=1.[CH2:35]([NH:37][CH3:38])[CH3:36].[CH3:39]N(C=O)C>>[CH2:35]([N:37]([CH3:39])[CH:38]1[CH2:21][CH2:20][N:19]([C:17](=[O:18])[C:16]2[CH:15]=[CH:14][C:13]([CH2:12][N:11]3[C:10]4[CH:31]=[CH:32][CH:33]=[CH:34][C:9]=4[N:8]=[C:7]3[C:1]3[CH:6]=[CH:5][CH:4]=[CH:3][CH:2]=3)=[CH:30][CH:29]=2)[CH2:23]1)[CH3:36]. Procedure: A solution of methanesulfonic acid 1-[4-(2-phenyl-benzoimidazol-1-ylmethyl)-benzoyl]-pyrrolidin-3-yl ester (71 mg, 0.15 mmol) in DMF is treated with N-ethylmethylamine (0.038 mL, 0.45 mmol), stirred at room temperature overnight and concentrated in vacuo. The resultant residue is dissolved in a mixture of DMSO, MeOH and water (1.5 mL) and purified by reverse-phase semi-preparative HPLC1 to give the title product as a white powder (6.4 mg), identified by HPLC2 and MS [439.6 m/e (M+H)], retention ... The reactants are C1COCCO1, CCOC(C)=O, CCN(C(C)C)C(C)C, CCOc1ccc2c(C#N)c(-c3ccc(N)cc3)n(CC)c2c1, CCOP(=O)(Cl)OCC. The product is CCOc1ccc2c(C#N)c(-c3ccc(NP(=O)(OCC)OCC)cc3)n(CC)c2c1. Reaction SMILES: [CH2:48]1[O:49][CH2:50][CH2:51][O:52][CH2:53]1.[CH3:42][CH2:43][O:44][C:45](=[O:46])[CH3:47].[CH:33]([N:34]([CH:35]([CH3:36])[CH3:37])[CH2:38][CH3:39])([CH3:40])[CH3:41].[NH2:1][c:2]1[cH:3][cH:4][c:5](-[c:8]2[n:9]([CH2:22][CH3:23])[c:10]3[cH:11][c:12]([O:19][CH2:20][CH3:21])[cH:13][cH:14][c:15]3[c:16]2[C:17]#[N:18])[cH:6][cH:7]1.[P:24](=[O:25])([O:26][CH2:27][CH3:28])([O:29][CH2:30][CH3:31])[Cl:32]>>[NH:1]([c:2]1[cH:3][cH:4][c:5](-[c:8]2[n:9]([CH2:22][CH3:23])[c:10]3[cH:11][c:12]([O:19][CH2:20][CH3:21])[cH:13][cH:14][c:15]3[c:16]2[C:17]#[N:18])[cH:6][cH:7]1)[P:24](=[O:25])([O:26][CH2:27][CH3:28])[O:29][CH2:30][CH3:31]. The reactants are CC(C)(C)[Si](C)(C)OC1CC(OS(C)(=O)=O)CC1CO, CN(C)C=O, [N-]=[N+]=[N-], [Na+]. Product: CC(C)(C)[Si](C)(C)OC1CC(N=[N+]=[N-])CC1CO. As a reaction SMILES: [CH3:1][S:2]([O:3][CH:6]1[CH2:7][CH:8]([O:13][Si:14]([CH3:15])([CH3:16])[C:17]([CH3:18])([CH3:19])[CH3:20])[CH:9]([CH2:11][OH:12])[CH2:10]1)(=[O:4])=[O:5].[CH3:21][N:22]([CH3:23])[CH:24]=[O:25].[N-:27]=[N+:28]=[N-:29].[Na+:26]>>[CH:6]1([N:27]=[N+:28]=[N-:29])[CH2:7][CH:8]([O:13][Si:14]([CH3:15])([CH3:16])[C:17]([CH3:18])([CH3:19])[CH3:20])[CH:9]([CH2:11][OH:12])[CH2:10]1. Yields the product CN(C1=NC=CC=C1CNC1=NC(=NC=C1C(F)(F)F)NC=1C=C(C(=O)OC(C)(C)C)C=CC1)S(=O)(=O)C (tert-butyl 3-({4-[({2-[methyl(methylsulfonyl)amino]pyridin-3-yl}methyl)amino]-5-(trifluoromethyl)pyrimidin-2-yl}amino)benzoate). Reactants: C(C)(C)(C)O (tert-butanol), CCN(C(C)C)C(C)C (DIEA), ClC1=NC(=NC=C1C(F)(F)F)NC=1C=C(C(=O)OC(C)(C)C)C=CC1 (tert-butyl 3-({4-chloro-5-(trifluoromethyl)pyrimidin-2-yl}amino)benzoate), C(C)(=O)O.NCC=1C(=NC=CC1)N(S(=O)(=O)C)C (N-(3-Aminomethyl-pyridin-2-yl)-N-methyl-methanesulfonamide acetate). Procedure: A solution of tert-butanol (20.0 mL), DCE (20.0 mL) and DIEA (3.13 mL, 18.0 mmol) was treated with C8 (5.60 g, 15.0 mmol) and B5 (5.02 g, 15.0 mmol), and the resulting mixture was stirred at 80° C. under an atmosphere of nitrogen for 16 hours. The mixture was cooled to 25° C. and concentrated. The resultant residue was partitioned between EtOAc and 1 N sodium hydroxide, and the organic phase was collected. The aqueous layer was extracted with EtOAc, and the combined organic phases were dried ove... Reaction conditions: temperature 80 celsius, time 16 hour. Run in ClCCCl (DCE). Reaction SMILES: C(O)(C)(C)C.CCN(C(C)C)C(C)C.Cl[C:16]1[C:21]([C:22]([F:25])([F:24])[F:23])=[CH:20][N:19]=[C:18]([NH:26][C:27]2[CH:28]=[C:29]([CH:37]=[CH:38][CH:39]=2)[C:30]([O:32][C:33]([CH3:36])([CH3:35])[CH3:34])=[O:31])[N:17]=1.C(O)(=O)C.[NH2:44][CH2:45][C:46]1[C:47]([N:52]([CH3:57])[S:53]([CH3:56])(=[O:55])=[O:54])=[N:48][CH:49]=[CH:50][CH:51]=1>ClCCCl>[CH3:57][N:52]([S:53]([CH3:56])(=[O:55])=[O:54])[C:47]1[C:46]([CH2:45][NH:44][C:16]2[C:21]([C:22]([F:25])([F:24])[F:23])=[CH:20][N:19]=[C:18]([NH:26][C:27]3[CH:28]=[C:29]([CH:37]=[CH:38][CH:39]=3)[C:30]([O:32][C:33]([CH3:36])([CH3:35])[CH3:34])=[O:31])[N:17]=2)=[CH:51][CH:50]=[CH:49][N:48]=1 |f:3.4|. Starting materials: CC(C(C(=O)OC)C=1C(=NC(=NC1C1=CC=C(C=C1)C)N1CCCCC1)C)CC (methyl 3-methyl-2-(4-methyl-2-(piperidin-1-yl)-6-p-tolylpyrimidin-5-yl)pentanoate), [OH-].[Na+] (sodium hydroxide). Solvent: CO (methanol). Yields the product CC(C(C(=O)O)C=1C(=NC(=NC1C1=CC=C(C=C1)C)N1CCCCC1)C)CC (3-methyl-2-(4-methyl-2-(piperidin-1-yl)-6-p-tolylpyrimidin-5-yl)pentanoic acid). Isolated yield 74.1%. RXN SMILES: [CH3:1][CH:2]([CH2:28][CH3:29])[CH:3]([C:8]1[C:9]([CH3:27])=[N:10][C:11]([N:21]2[CH2:26][CH2:25][CH2:24][CH2:23][CH2:22]2)=[N:12][C:13]=1[C:14]1[CH:19]=[CH:18][C:17]([CH3:20])=[CH:16][CH:15]=1)[C:4]([O:6]C)=[O:5].[OH-].[Na+]>CO>[CH3:1][CH:2]([CH2:28][CH3:29])[CH:3]([C:8]1[C:9]([CH3:27])=[N:10][C:11]([N:21]2[CH2:26][CH2:25][CH2:24][CH2:23][CH2:22]2)=[N:12][C:13]=1[C:14]1[CH:19]=[CH:18][C:17]([CH3:20])=[CH:16][CH:15]=1)[C:4]([OH:6])=[O:5] |f:1.2|. Reported procedure: This compound was prepared according to general method D from methyl 3-methyl-2-(4-methyl-2-(piperidin-1-yl)-6-p-tolylpyrimidin-5-yl)pentanoate (0.039 g; 0.099 mmol), sodium hydroxide 10N (0.100 mL; 0.1 mmol) in methanol (1 mL) to afford 0.028 g (73%) of the title compound as a white solid.